This data is from the Open Reaction Database (ORD), a public repository of structured organic reaction records. The task is: describe an organic reaction: reactants, conditions, products, and yield Starting materials: C(C)(=O)O[BH-](OC(C)=O)OC(C)=O.[Na+] (Sodium triacetoxyborohydride), 3,8-triaza-spiro[4.5]dodecan-2,4-dione, CC(CC(=O)N1C[C@@H]([C@H](C1)C1=CC=CC=C1)C=O)(C)C ((3R,4S)-1-(3,3-dimethyl-butyryl)-4-phenyl-pyrrolidine-3-carbaldehyde), ClCCCl (DCE), ClCCCl (DCE). Solvent: C(Cl)Cl (DCM). Conditions: time 2 hour. Product: (3S,4S)-1-(3,3-dimethyl-butyryl), Cl.C1(=CC=CC=C1)C1CCNC1 (4-phenyl-pyrrolidine hydrochloride). The yield is 8.0%. As a reaction SMILES: CC(C)(C)CC([N:6]1[CH2:10][C@H:9]([C:11]2[CH:16]=[CH:15][CH:14]=[CH:13][CH:12]=2)[C@@H:8](C=O)[CH2:7]1)=O.C(O[BH-](OC(=O)C)OC(=O)C)(=O)C.[Na+].[Cl:35]CCCl>C(Cl)Cl>[ClH:35].[C:11]1([CH:9]2[CH2:10][NH:6][CH2:7][CH2:8]2)[CH:16]=[CH:15][CH:14]=[CH:13][CH:12]=1 |f:1.2,5.6|. Reported procedure: To 89 mg (0.35 mmol) of 1-isopropyl-3-methyl-bicyclo[3.2.1]-1β,3,8-triaza-spiro[4.5]dodecan-2,4-dione in DCE (5 mL) was added 97 mg (0.35 mmol) of (3R,4S)-1-(3,3-dimethyl-butyryl)-4-phenyl-pyrrolidine-3-carbaldehyde in DCE (5 mL) and stirred for 2 hours at room temperature. Sodium triacetoxyborohydride (113 mg, 0.53 mmol) was then added and the reaction mixture stirred overnight at room temperature. The reaction mixture was diluted with DCM, the organic layer washed with sodium bicarbonate, and ... Reactants: C(#N)C=1C=C(C(=O)O)C=CC1F (3-cyano-4-fluorobenzoic acid), O.NN (hydrazine hydrate). Solvent: C(C)O (ethanol). Reaction conditions: time 1 hour. The product is NC1=NNC2=CC=C(C=C12)C(=O)O (3-amino-1H-indazole-5-carboxylic acid). The yield is 58.2%. RXN SMILES: [C:1]([C:3]1[CH:4]=[C:5]([CH:9]=[CH:10][C:11]=1F)[C:6]([OH:8])=[O:7])#[N:2].O.[NH2:14][NH2:15]>C(O)C>[NH2:2][C:1]1[C:3]2[C:11](=[CH:10][CH:9]=[C:5]([C:6]([OH:8])=[O:7])[CH:4]=2)[NH:15][N:14]=1 |f:1.2|. Procedure details: To a solution of 3-cyano-4-fluorobenzoic acid (980.0 mg, 5.94 mmol) in ethanol (6 mL), was added hydrazine hydrate (0.89 mL, 17.8 mmol). The reaction was heated at reflux for 3 hours. The reaction was cooled to room temperature and ethanol was removed under reduced pressure. The resultant yellow oil was taken up in water (50 mL) and basified with 1 N aqueous sodium hydroxide (5 mL). The solution was washed once with ethyl acetate (25 mL). The aqueous phase was acidified to pH=3 with 6 N aqueous ... Reactants: C1CCOC1, O=CO, C(=NC1CCCCC1)=NC1CCCCC1, Nc1ccccc1-c1cc2ccccc2[nH]1. Product: O=CNc1ccccc1-c1cc2ccccc2[nH]1. As a reaction SMILES: [CH2:35]1[O:36][CH2:37][CH2:38][CH2:39]1.[CH:17](=[O:18])[OH:19].[CH:20]1([N:21]=[C:22]=[N:23][CH:24]2[CH2:25][CH2:26][CH2:27][CH2:28][CH2:29]2)[CH2:30][CH2:31][CH2:32][CH2:33][CH2:34]1.[NH2:1][c:2]1[c:3](-[c:8]2[nH:9][c:10]3[cH:11][cH:12][cH:13][cH:14][c:15]3[cH:16]2)[cH:4][cH:5][cH:6][cH:7]1>>[NH:1]([c:2]1[c:3](-[c:8]2[nH:9][c:10]3[cH:11][cH:12][cH:13][cH:14][c:15]3[cH:16]2)[cH:4][cH:5][cH:6][cH:7]1)[CH:17]=[O:18]. Reactants: CCO, CN(C)CC(=O)Nc1ccccc1[N+](=O)[O-], O=[Pt]. The product is CN(C)CC(=O)Nc1ccccc1N. As a reaction SMILES: [CH3:19][CH2:20][OH:21].[N+:1]([O-:2])(=[O:3])[c:4]1[c:5]([NH:10][C:11]([CH2:12][N:13]([CH3:14])[CH3:15])=[O:16])[cH:6][cH:7][cH:8][cH:9]1.[Pt:17]=[O:18]>>[NH2:1][c:4]1[c:5]([NH:10][C:11]([CH2:12][N:13]([CH3:14])[CH3:15])=[O:16])[cH:6][cH:7][cH:8][cH:9]1. The reactants are COC(=O)c1ccc(NC(CCCCSC)c2oc3ccc(OC)cc3c2C)cc1, CCO, [Na+], C1CCOC1, [OH-]. The product is COc1ccc2oc(C(CCCCSC)Nc3ccc(C(=O)O)cc3)c(C)c2c1. As a reaction SMILES: [CH3:1][O:2][c:3]1[cH:4][cH:5][c:6]2[c:7]([c:8]([CH3:29])[c:9]([CH:11]([CH2:12][CH2:13][CH2:14][CH2:15][S:16][CH3:17])[NH:18][c:19]3[cH:20][cH:21][c:22]([C:23](=[O:24])[O:25][CH3:26])[cH:27][cH:28]3)[o:10]2)[cH:30]1.[CH3:38][CH2:39][OH:40].[Na+:37].[O:31]1[CH2:32][CH2:33][CH2:34][CH2:35]1.[OH-:36]>>[CH3:1][O:2][c:3]1[cH:4][cH:5][c:6]2[c:7]([c:8]([CH3:29])[c:9]([CH:11]([CH2:12][CH2:13][CH2:14][CH2:15][S:16][CH3:17])[NH:18][c:19]3[cH:20][cH:21][c:22]([C:23](=[O:24])[OH:25])[cH:27][cH:28]3)[o:10]2)[cH:30]1. Reactants: NC=1C=C(C(=O)OC)C=CC1 (methyl 3-aminobenzoate), CC(=O)C (acetone), C[O-].[Na+] (sodium methoxide). Run in C1CCOC1 (THF). Reaction conditions: time 30 minute. The product is NC=1C=C(C=CC1)C(CC(C)=O)=O (1-(3-aminophenyl)-1,3-butanedione). The yield is 37.7%. RXN SMILES: [NH2:1][C:2]1[CH:3]=[C:4]([CH:9]=[CH:10][CH:11]=1)[C:5]([O:7]C)=O.[CH3:12][C:13]([CH3:15])=[O:14].C[O-].[Na+]>C1COCC1>[NH2:1][C:2]1[CH:3]=[C:4]([C:5](=[O:7])[CH2:12][C:13](=[O:14])[CH3:15])[CH:9]=[CH:10][CH:11]=1 |f:2.3|. Procedure details: To a solution of methyl 3-aminobenzoate (7 g, 46.36 mmol) in THF (150 mL) was added acetone (7.5 g, 102 mmol). The solution was warmed to 35° C. where sodium methoxide (3 g, 55.63 mmol) was added sequentially over 20 minutes. The mixture was stirred for 30 minutes, and then brought to reflux for 3 hours. The solvent was removed under reduced pressure and the residue taken up in ethyl acetate. The resulting solution was washed with saturated sodium bicarbonate solution and brine, dried over magne... The reactants are Cl.C1(=CC=CC=C1)[C@@H]1[C@@H](CCC1)N (cis-2-phenylcyclopentylamine hydrochloride), Cl.OC1(C(CCC1)N)C1=CC=CC=C1 (2-hydroxy-2-phenylcyclopentylamine hydrochloride). Yields the product Cl.N1C(CCCCC1)=NC1C(CCC1)(O)C1=CC=CC=C1 (2-(Hexahydroazepin-2-ylidenamino)-1-phenylcyclopentanol hydrochloride). Reaction SMILES: [ClH:1].[C:2]1([C@H:8]2CCC[C@H:9]2[NH2:13])[CH:7]=[CH:6][CH:5]=CC=1.Cl.[OH:15][C:16]1([C:22]2[CH:27]=[CH:26][CH:25]=[CH:24][CH:23]=2)[CH2:20][CH2:19][CH2:18][CH:17]1[NH2:21]>>[ClH:1].[NH:13]1[CH2:9][CH2:8][CH2:2][CH2:7][CH2:6][C:5]1=[N:21][CH:17]1[CH2:18][CH2:19][CH2:20][C:16]1([C:22]1[CH:27]=[CH:26][CH:25]=[CH:24][CH:23]=1)[OH:15] |f:0.1,2.3,4.5|. Procedure details: Following the procedure described in Example 1, only substituting for cis-2-phenylcyclopentylamine hydrochloride an appropriate amount of 2-hydroxy-2-phenylcyclopentylamine hydrochloride and employing a reaction time of 47 days the desired product was obtained, M.P.261°-262° C. Starting materials: SC1=NNC(=N1)C=1C=NC=CC1 (3-Mercapto-5-(3-pyridyl)-1,2,4-triazole), [OH-].[K+] (potassium hydroxide), CI (methyl iodide). The reagents and catalysts are S(=O)(=O)(O)[O-].C(CCC)[N+](CCCC)(CCCC)CCCC (tetrabutylammonium hydrogen sulphate). Solvent: O (water), CCOCC (ether). Reaction conditions: time 8 hour. Yields the product CSC1=NNC(=N1)C=1C=NC=CC1 (3-Methylthio-5-(3-pyridyl)-1,2,4-triazole). As a reaction SMILES: [SH:1][C:2]1[N:6]=[C:5]([C:7]2[CH:8]=[N:9][CH:10]=[CH:11][CH:12]=2)[NH:4][N:3]=1.[OH-].[K+].[CH3:15]I>O.CCOCC.S([O-])(O)(=O)=O.C([N+](CCCC)(CCCC)CCCC)CCC>[CH3:15][S:1][C:2]1[N:6]=[C:5]([C:7]2[CH:8]=[N:9][CH:10]=[CH:11][CH:12]=2)[NH:4][N:3]=1 |f:1.2,6.7|. Procedure: A solution of 20 g (0.100 mol) of 65 and 7.5 g (0.150 mol) of potassium hydroxide in 100 ml of water was mixed with a solution of 10 ml (0.160 mol) of methyl iodide in 100 ml of ether. After addition of 1 g of tetrabutylammonium hydrogen sulphate the mixture was stirred overnight at room temperature. The ether phase was separated and the aqueous phase extracted with 3×100 ml of ether. The combined organic phases were dried over magnesium sulphate. Removal of the solvent in vacuo gave a colorless...